Dataset: the Open Reaction Database (ORD), a public repository of structured organic reaction records. Task: describe an organic reaction: reactants, conditions, products, and yield Starting materials: [Cl-].[Ca+2].[Cl-] (calcium chloride), C(C1=C(C(=CC(=C1)C)C(C)(C)C)O)C1=C(C(=CC(=C1)C)C(C)(C)C)O (2,2'-methylenebis(6-tert-butyl-4-methylphenol)), CI (methyl iodide). Solvent: CC(=O)C (acetone). Yields the product COC1=C(C=C(C=C1C(C)(C)C)C)CC1=C(C(=CC(=C1)C)C(C)(C)C)O (2,2'-methylenebis (6-tert-butyl-4-methylphenol) monomethyl ether). Isolated yield 79.7%. Reaction SMILES: [CH2:1]([C:14]1[CH:19]=[C:18]([CH3:20])[CH:17]=[C:16]([C:21]([CH3:24])([CH3:23])[CH3:22])[C:15]=1[OH:25])[C:2]1[CH:7]=[C:6]([CH3:8])[CH:5]=[C:4]([C:9]([CH3:12])([CH3:11])[CH3:10])[C:3]=1[OH:13].[Cl-].[Ca+2].[Cl-].[CH3:29]I>CC(C)=O>[CH3:29][O:25][C:15]1[C:16]([C:21]([CH3:24])([CH3:23])[CH3:22])=[CH:17][C:18]([CH3:20])=[CH:19][C:14]=1[CH2:1][C:2]1[CH:7]=[C:6]([CH3:8])[CH:5]=[C:4]([C:9]([CH3:12])([CH3:11])[CH3:10])[C:3]=1[OH:13] |f:1.2.3|. Procedure details: 34 g of 2,2'-methylenebis(6-tert-butyl-4-methylphenol) was dissolved in 50 ml of acetone and 27.6 g of anhydrous calcium chloride was added to this solution. 15 g of methyl iodide was slowly added dropwise thereto while stirring under reflux. After stirring for 6 hours, the reaction mixture was cooled and solid matter was filtered off. The filtrate was poured into ice-water and the formed crystals were filtered off. The crystals were recrystallized from water-containing methanol to obtain 28.2 g... The reactants are S(=O)(Cl)Cl (thionyl chloride), C(Cl)(Cl)Cl (chloroform), BrCCC1=CC=C(C(=O)O)C=C1 (4-(2-bromoethyl)benzoic acid), S(=O)(Cl)Cl (thionyl chloride), C(Cl)(Cl)Cl (chloroform), C(Cl)(Cl)Cl (chloroform). Run in CO (methanol), O1CCOCC1 (dioxan). Run at time 48 hour. Yields the product BrCCC1=CC=C(C(=O)OC)C=C1 (methyl 4-(2-bromoethyl)benzoate). As a reaction SMILES: S(Cl)(Cl)=O.[Br:5][CH2:6][CH2:7][C:8]1[CH:16]=[CH:15][C:11]([C:12]([OH:14])=[O:13])=[CH:10][CH:9]=1.[CH:17](Cl)(Cl)Cl>O1CCOCC1.CO>[Br:5][CH2:6][CH2:7][C:8]1[CH:16]=[CH:15][C:11]([C:12]([O:14][CH3:17])=[O:13])=[CH:10][CH:9]=1. Procedure: A solution of thionyl chloride (4.8 g) in chloroform (10 ml) was added, dropwise, to a solution of 4-(2-bromoethyl)benzoic acid (5.7 g) in chloroform (40 ml) and anhydrous dioxan (20 ml). When the addition was complete, the mixture was heated under reflux for 2 hours then cooled to room temperature and further thionyl chloride (2.4 g) in chloroform (10 ml) was added. The mixture was heated under reflux for 2 hours then allowed to cool to room temperature and concentrated in vacuo to give an oil ... Reactants: C=C1CC(=O)O1 (diketene), COC1=CC2=CC=C(C=C2C=C1)OC (2,6-dimethoxynaphthalene). Run in F (hydrofluoric acid). Reaction conditions: time 8 hour. Product: C(CC(=O)C)(=O)C1=C(C=CC2=CC(=CC=C12)OC)OC (1-acetoacetyl-2,6-dimethoxynaphthalene). As a reaction SMILES: [CH2:1]=[C:2]1[O:6][C:4](=[O:5])[CH2:3]1.[CH3:7][O:8][C:9]1[CH:18]=[CH:17][C:16]2[C:11](=[CH:12][CH:13]=[C:14]([O:19][CH3:20])[CH:15]=2)[CH:10]=1>F>[C:4]([C:10]1[C:11]2[C:16](=[CH:15][C:14]([O:19][CH3:20])=[CH:13][CH:12]=2)[CH:17]=[CH:18][C:9]=1[O:8][CH3:7])(=[O:5])[CH2:3][C:2]([CH3:1])=[O:6]. Procedure: 33.6 g (0.4 mol) of diketene were added drop by drop, while stirring at -30°C, to 37.6 g (0.2 mol) of 2,6-dimethoxynaphthalene in 200 ml of anhydrous hydrofluoric acid and the mixture was stirred for another 8 hours at said temperature. The hydrogen fluoride was distilled off under reduced pressure at a temperature of the still of -30°C and the residue washed until it was free from acid. After sublimation of unreacted starting product (11 g = 71 % conversion) colorless crystals of 1-acetoacetyl-... Starting materials: C(C)(=S)SCC (ethyl dithioacetate), [F-].[Na+] (sodium fluoride), FC=1C=C(C=CC1C1CCS(CC1)(=O)=O)N1C(O[C@H](C1)CN)=O ((S)-(−)-3-[3-fluoro-4-(tetrahydro-1,1-dioxido-2H-thiopyran-4-yl)phenyl]-5-aminomethyl-2-oxazolidinone), C(C)(=S)SCC (ethyl dithioacetate), [F-].[Na+] (sodium fluoride), [OH-].[K+] (potassium hydroxide), [OH-].[K+] (potassium hydroxide). Run in C(Cl)Cl (methylene chloride), C(C)O (ethanol), C(C)O (ethanol), C(C)O (ethanol). Product: FC=1C=C(C=CC1C1CCS(CC1)(=O)=O)N1C(O[C@H](C1)CNC(C)=S)=O ((S)-N-[[3-[3-Fluoro-4-(tetrahydro-1,1-dioxido-2H-thiopyran-4-yl)phenyl]-2-oxo-5-oxazolidinyl]methyl]ethanethioamide). Reaction SMILES: [C:1](SCC)(=[S:3])[CH3:2].[F-].[Na+].[F:9][C:10]1[CH:11]=[C:12]([N:24]2[CH2:28][C@H:27]([CH2:29][NH2:30])[O:26][C:25]2=[O:31])[CH:13]=[CH:14][C:15]=1[CH:16]1[CH2:21][CH2:20][S:19](=[O:23])(=[O:22])[CH2:18][CH2:17]1.[OH-].[K+]>C(O)C.C(Cl)Cl>[F:9][C:10]1[CH:11]=[C:12]([N:24]2[CH2:28][C@H:27]([CH2:29][NH:30][C:1](=[S:3])[CH3:2])[O:26][C:25]2=[O:31])[CH:13]=[CH:14][C:15]=1[CH:16]1[CH2:17][CH2:18][S:19](=[O:22])(=[O:23])[CH2:20][CH2:21]1 |f:1.2,4.5|. Reported procedure: A solution of ethyl dithioacetate (100 mL, 0.876 mmol) and sodium fluoride (37 mg, 0.876 mmol) in ethanol (8.8 mL) under a nitrogen atmosphere was treated with a mixture of (S)-(−)-3-[3-fluoro-4-(tetrahydro-1,1-dioxido-2H-thiopyran-4-yl)phenyl]-5-aminomethyl-2-oxazolidinone, as prepared in Step 1, (300 mg, 0.876 mmol) and aqueous potassium hydroxide (1M, 0.88 mL) in ethanol (43.8 mL). The resulting mixture was stirred at ambient temperature for 26 hours, during which additional ethyl dithioaceta... Reactants: C(O)([O-])=O.[Na+] (sodium hydrogen carbonate), NC1=C(SC(=C1)C1=CC=NC=C1)C(=O)N (3-amino-5-(pyridin-4-yl)thiophene-2-carboxamide), FC(CC(C)=O)(F)F (4,4,4-trifluoro-2-butanone), O.C1(=CC=C(C=C1)S(=O)(=O)O)C (p-toluenesulfonic acid monohydrate). Run in C(C)(=O)O (acetic acid). Conditions: temperature 70 celsius, time 2 hour. The product is CC1(NC(C2=C(N1)C=C(S2)C2=CC=NC=C2)=O)CC(F)(F)F (2-methyl-6-(pyridin-4-yl)-2-(2,2,2-trifluoroethyl)-2,3-dihydrothieno[3,2-d]pyrimidin-4(1H)-one). Yield: 15.0%. Reaction SMILES: [NH2:1][C:2]1[CH:6]=[C:5]([C:7]2[CH:12]=[CH:11][N:10]=[CH:9][CH:8]=2)[S:4][C:3]=1[C:13]([NH2:15])=[O:14].[F:16][C:17]([F:23])([F:22])[CH2:18][C:19](=O)[CH3:20].O.C1(C)C=CC(S(O)(=O)=O)=CC=1.C(=O)([O-])O.[Na+]>C(O)(=O)C>[CH3:20][C:19]1([CH2:18][C:17]([F:23])([F:22])[F:16])[NH:1][C:2]2[CH:6]=[C:5]([C:7]3[CH:8]=[CH:9][N:10]=[CH:11][CH:12]=3)[S:4][C:3]=2[C:13](=[O:14])[NH:15]1 |f:2.3,4.5|. Procedure: A mixture of 3-amino-5-(pyridin-4-yl)thiophene-2-carboxamide (0.108 g, 0.500 mmol), 4,4,4-trifluoro-2-butanone (2.0 mL), p-toluenesulfonic acid monohydrate (0.0095 g, 0.050 mmol) and acetic acid (3.0 mL) was stirred for 2 h at 70° C. in a sealed tube. The mixture was heated to 80° C. After 3 days, the mixture was poured into sat. aqueous sodium hydrogen carbonate (150 mL). Extraction with ethyl acetate-tetrahydrofuran (2:1, 100 mL, 50 mL), drying over magnesium sulfate, filtration and concentrat...